This data is from the Open Reaction Database (ORD), a public repository of structured organic reaction records. The task is: describe an organic reaction: reactants, conditions, products, and yield Starting materials: Grignard reagent, [Mg] (magnesium), [Mg] (magnesium), COC1=CC=C(CCl)C=C1 (p-methoxybenzyl chloride), OCCN1C(OCC1)C1=CC=CC=C1 (3-(2-hydroxyethyl)-2-phenyloxazolidine), N (ammonia), [Cl-].[NH4+] (ammonium chloride). Run in CCOCC (ether), CCOCC (ether). Product: OCCN(CCO)C(CC1=CC=C(C=C1)OC)C1=CC=CC=C1 (N,N-bis(2-hydroxyethyl)-2-(4-methoxyphenyl)-1-phenylethylamine). The yield is 65.1%. As a reaction SMILES: [Mg].[CH3:2][O:3][C:4]1[CH:11]=[CH:10][C:7]([CH2:8]Cl)=[CH:6][CH:5]=1.[OH:12][CH2:13][CH2:14][N:15]1[CH2:19][CH2:18][O:17][CH:16]1[C:20]1[CH:25]=[CH:24][CH:23]=[CH:22][CH:21]=1.[Cl-].[NH4+].N>CCOCC>[OH:12][CH2:13][CH2:14][N:15]([CH:16]([C:20]1[CH:25]=[CH:24][CH:23]=[CH:22][CH:21]=1)[CH2:8][C:7]1[CH:10]=[CH:11][C:4]([O:3][CH3:2])=[CH:5][CH:6]=1)[CH2:19][CH2:18][OH:17] |f:3.4|. Procedure details: To a Grignard reagent prepared from magnesium turnings (6.7 g), magnesium powder (6.7 g) and p-methoxybenzyl chloride (18.1 g) in absolute ether (240 ml) is added dropwise a solution of 3-(2-hydroxyethyl)-2-phenyloxazolidine (9.6 g) in absolute ether (24 ml) under stirring, and the mixture is heated under reflux for 3 hours. The reaction mixture is poured onto ice water (100 ml) containing ammonium chloride under vigorously stirring by decantation, and the mixture is made alkaline with ammonia. ...